Dataset: the Open Reaction Database (ORD), a public repository of structured organic reaction records. Task: describe an organic reaction: reactants, conditions, products, and yield Starting materials: C1CC(=O)N(C1=O)Br (NBS), CC(C)(C#N)N=NC(C)(C)C#N (AIBN), COC(CC1=CC=C(C=C1)OC(C)=O)=O (methyl(4-acetoxyphenyl)acetate). Solvent: C(Cl)(Cl)(Cl)Cl (carbon tetrachloride). The product is C(C)(=O)OC1=CC=C(C=C1)C(C(=O)OC)Br (Methyl 2-(4-acetoxyphenyl)-2-bromoacetate). Isolated yield 0.1%. RXN SMILES: C1C(=O)N([Br:8])C(=O)C1.CC(N=NC(C#N)(C)C)(C#N)C.[CH3:21][O:22][C:23](=[O:35])[CH2:24][C:25]1[CH:30]=[CH:29][C:28]([O:31][C:32](=[O:34])[CH3:33])=[CH:27][CH:26]=1>C(Cl)(Cl)(Cl)Cl>[C:32]([O:31][C:28]1[CH:29]=[CH:30][C:25]([CH:24]([Br:8])[C:23]([O:22][CH3:21])=[O:35])=[CH:26][CH:27]=1)(=[O:34])[CH3:33]. Procedure details: 9.5 g of NBS and 0.7 g of AIBN are added to a solution of 10 g of methyl(4-acetoxyphenyl)acetate in 100 mL of carbon tetrachloride in a 500 mL flask equipped with a magnetic stirrer and a condenser. After 16 hours under reflux, the mixture is filtered, the solid is washed with dichloromethane then the filtrate is concentrated. The residue is purified over a silica column with pure dichloromethane to yield 13 mg of expected product (oil, Yd=95%). Run at temperature 5 celsius. Reported procedure: A solution of phthalimide 298 (50.0 g, 181 mmol) and N2H4—H2O (17.5 mL, 362 mmol) in EtOH (500 mL) was stirred at reflux temperature for 2 h. The solution was cooled to 5° C. for 2 h, the precipitate filtered, washed with EtOH (5 mL) and the filtrate evaporated to half volume. The solution was cooled at 5° C. for a further 2 h, the precipitate filtered, washed with EtOH (5 mL) and the filtrate evaporated. The residue was dissolved in 1 M HCl (50 mL), washed with Et2O (2×50 mL) and the pH of the ... Solvent: CCO (EtOH). RXN SMILES: [CH3:1][O:2][CH2:3][CH2:4][N:5]([CH3:20])[CH2:6][CH2:7][CH2:8][N:9]1C(=O)C2C(=CC=CC=2)C1=O>CCO>[CH3:1][O:2][CH2:3][CH2:4][N:5]([CH3:20])[CH2:6][CH2:7][CH2:8][NH2:9]. Product: COCCN(CCCN)C (N1-(2-Methoxyethyl)-N1-methylpropane-1,3-diamine). Yield: 95.2%. The reactants are COCCN(CCCN1C(C2=CC=CC=C2C1=O)=O)C (2-{3-[(2-Methoxyethyl)(methyl)amino]propyl}-1H-isoindole-1,3(2H)-dione), N2H4 H2O. The reactants are ClC1C(C=2C(=NC=CC2)N1C1=CC=CC=C1)C=O (2-Chloro-1-phenyl-1,3-dihydropyrrolo[2,3-b]pyridine-3-carboxaldehyde), N1CCNCC1 (piperazine). Product: C1(=CC=CC=C1)N1C(C(C=2C1=NC=CC2)C=O)N2CCNCC2 (1-phenyl-2-(piperazin-1-yl)-1,3-dihydropyrrolo[2,3-b]pyridine-3-carboxaldehyde). Isolated yield 63.0%. Reaction SMILES: Cl[CH:2]1[N:10]([C:11]2[CH:16]=[CH:15][CH:14]=[CH:13][CH:12]=2)[C:5]2=[N:6][CH:7]=[CH:8][CH:9]=[C:4]2[CH:3]1[CH:17]=[O:18].[NH:19]1[CH2:24][CH2:23][NH:22][CH2:21][CH2:20]1>>[C:11]1([N:10]2[C:5]3=[N:6][CH:7]=[CH:8][CH:9]=[C:4]3[CH:3]([CH:17]=[O:18])[CH:2]2[N:19]2[CH2:24][CH2:23][NH:22][CH2:21][CH2:20]2)[CH:16]=[CH:15][CH:14]=[CH:13][CH:12]=1. Reported procedure: 2-Chloro-1-phenyl-1,3-dihydropyrrolo[2,3-b]pyridine-3-carboxaldehyde is reacted with piperazine as described in Example 2 to give 1-phenyl-2-(piperazin-1-yl)-1,3-dihydropyrrolo[2,3-b]pyridine-3-carboxaldehyde (63% yield). Reactants: O (Water), ClC=1C=CC=C2C(=NN(C12)CCC)C1=CC=C(C=C1)O (4-(7-chloro-1-propyl-1H-indazol-3-yl)phenol), C(C)(C)N(C(C)C)CC (N,N-diisopropylethyl amine), C(C)(C)(C)CC(=O)Cl (tert-butylacetyl chloride). Run in C(Cl)Cl (CH2Cl2). Reaction conditions: time 8 hour. The product is CC(CC(=O)OC1=CC=C(C=C1)C1=NN(C2=C(C=CC=C12)Cl)CCC)(C)C (4-(7-chloro-1-propyl-1H-indazol-3-yl)phenyl 3,3-dimethylbutanoate). Isolated yield 72.7%. As a reaction SMILES: [Cl:1][C:2]1[CH:3]=[CH:4][CH:5]=[C:6]2[C:10]=1[N:9]([CH2:11][CH2:12][CH3:13])[N:8]=[C:7]2[C:14]1[CH:19]=[CH:18][C:17]([OH:20])=[CH:16][CH:15]=1.C(N(CC)C(C)C)(C)C.[C:30]([CH2:34][C:35](Cl)=[O:36])([CH3:33])([CH3:32])[CH3:31].O>C(Cl)Cl>[CH3:31][C:30]([CH3:33])([CH3:32])[CH2:34][C:35]([O:20][C:17]1[CH:16]=[CH:15][C:14]([C:7]2[C:6]3[C:10](=[C:2]([Cl:1])[CH:3]=[CH:4][CH:5]=3)[N:9]([CH2:11][CH2:12][CH3:13])[N:8]=2)=[CH:19][CH:18]=1)=[O:36]. Reported procedure: To a solution of 4-(7-chloro-1-propyl-1H-indazol-3-yl)phenol (0.100 g, 0.35 mmol) and N,N-diisopropylethyl amine (0.5 g, 0.38 mmol) in CH2Cl2 (5 mL) was added dropwise tert-butylacetyl chloride (0.051 g, 0.38 mmol). The solution was allowed to stir overnight at room temperature. Water was added and the solution was extracted with CH2Cl2. The organic layer was washed with brine and dried (MgSO4). The product was purified by flash chromatography (5/1 hexane/ethyl acetate) to yield a white solid (0...